From a dataset of the Open Reaction Database (ORD), a public repository of structured organic reaction records. describe an organic reaction: reactants, conditions, products, and yield As a reaction SMILES: [NH2:1][C:2]1[NH:3][C:4]2[CH:10]=[CH:9][CH:8]=[CH:7][C:5]=2[N:6]=1.[OH-].[Na+].[CH2:13]([CH:15]1[O:17][CH2:16]1)Cl>O>[OH:17][CH:15]1[CH2:16][N:6]2[C:2](=[N:3][C:4]3[CH:10]=[CH:9][CH:8]=[CH:7][C:5]=32)[NH:1][CH2:13]1 |f:1.2|. Reaction conditions: time 3 hour. Reported procedure: 1.33 g. (0.01 moles) of 2-amino-benzimidazole are dissolved in 100 ml. of alcohol, and 0.4 g. (0.01 moles) of sodium hydroxide dissolved in 5 ml. of water are added to the mixture, followed by the addition of 0.92 g. (0.01 moles) of epichlorohydrine. The reaction mixture is boiled for about 3 hours. The reaction is completed when the inorganic salt ceases to separate. The separated sodium chloride is filtered off, washed with 2 × 5 ml. of alcohol, and the combined filtrate and wash is evaporated... The product is OC1CNC2=NC3=C(N2C1)C=CC=C3 (1,2,3,4-tetrahydro-3-hydroxy-pyrimido[1,2-a]benzimidazole). The solvent is O (water). Starting materials: NC=1NC2=C(N1)C=CC=C2 (2-amino-benzimidazole), C(Cl)C1CO1 (epichlorohydrine), alcohol, [OH-].[Na+] (sodium hydroxide). Starting materials: FC(C(C(=O)O)(C)O)(F)F (racemic 3,3,3-trifluoro-2-hydroxy-2-methylpropionic acid), CC(C)O (2-propanol), C1(=CC=CC=C1)C1=CC=C(CNC(C2=C(C=C(C=C2)Cl)Cl)C)C=C1 (N-(4-phenylbenzyl)-2,4-dichloro-α-methylbenzylamine), CC(C)O (2-propanol). Run in O (water), O (water). Run at temperature 25 celsius, time 2 hour. The product is C1(=CC=CC=C1)C1=CC=C(CN[C@@H](C2=C(C=C(C=C2)Cl)Cl)C)C=C1 ((R)-N-(4-phenylbenzyl)-2,4-dichloro-α-methylbenzylamine). RXN SMILES: FC(F)(F)C(O)(C)C(O)=O.CC(O)C.[C:15]1([C:21]2[CH:38]=[CH:37][C:24]([CH2:25][NH:26][CH:27]([CH3:36])[C:28]3[CH:33]=[CH:32][C:31]([Cl:34])=[CH:30][C:29]=3[Cl:35])=[CH:23][CH:22]=2)[CH:20]=[CH:19][CH:18]=[CH:17][CH:16]=1>O>[C:15]1([C:21]2[CH:22]=[CH:23][C:24]([CH2:25][NH:26][C@H:27]([CH3:36])[C:28]3[CH:33]=[CH:32][C:31]([Cl:34])=[CH:30][C:29]=3[Cl:35])=[CH:37][CH:38]=2)[CH:16]=[CH:17][CH:18]=[CH:19][CH:20]=1. Reported procedure: A solution of 2,46 g (15.56 mmol) of racemic 3,3,3-trifluoro-2-hydroxy-2-methylpropionic acid dissolved in a mixed solvent of 20.82 g of water and 16.65 g of 2-propanol at 55° C. was added at 55° C. to a solution of 2.80 g (7.85 mmol) of ()-N-(4-phenylbenzyl)-2,4-dichloro-α-methylbenzylamine in a mixed solvent of 20.78 g of water and 16.62 g of 2-propanol and the resulting solution was mixed under stirring. The solution was inoculated at 55° C. and then cooled to 25° C. under stirring over 1.5 h... The reactants are BrCC1=NC2=CC=CC(=C2N=C1C1=C(C=CC=C1)C(F)(F)F)Cl (2-(bromomethyl)-5-chloro-3-(2-(trifluoromethyl)phenyl)-quinoxaline), CN(C)C=O (DMF), [N-]=[N+]=[N-].[Na+] (sodium azide). Reaction conditions: time 30 minute. Yields the product N(=[N+]=[N-])CC1=NC2=CC=CC(=C2N=C1C1=C(C=CC=C1)C(F)(F)F)Cl (2-(azidomethyl)-5-chloro-3-(2-(trifluoromethyl)phenyl)quinoxaline). Reaction SMILES: Br[CH2:2][C:3]1[C:12]([C:13]2[CH:18]=[CH:17][CH:16]=[CH:15][C:14]=2[C:19]([F:22])([F:21])[F:20])=[N:11][C:10]2[C:5](=[CH:6][CH:7]=[CH:8][C:9]=2[Cl:23])[N:4]=1.CN(C=O)C.[N-:29]=[N+:30]=[N-:31].[Na+]>>[N:29]([CH2:2][C:3]1[C:12]([C:13]2[CH:18]=[CH:17][CH:16]=[CH:15][C:14]=2[C:19]([F:22])([F:21])[F:20])=[N:11][C:10]2[C:5](=[CH:6][CH:7]=[CH:8][C:9]=2[Cl:23])[N:4]=1)=[N+:30]=[N-:31] |f:2.3|. Procedure details: To a stirring solution of 2-(bromomethyl)-5-chloro-3-(2-(trifluoromethyl)phenyl)-quinoxaline (0.7173 g, 1.786 mmol) in DMF (8.930 mL, 1.786 mmol) was added sodium azide (0.2322 g, 3.572 mmol) at room temperature and the mixture was stirred at room temperature. After 30 min, the mixture was partitioned between EtOAc (100 mL) and H2O (100 mL). The organic layer was washed with brine (50 mL×1), dried over Na2SO4, filtered, and concentrated under reduced pressure to give bluish-brown syrup. The blui... Solvent: CN(C)C=O (DMF). Reactants: BrC=1C=C2CCN(CC2=CC1)CC(=O)N1CCN(CC1)C1CCC1 (6-bromo-2-[2-(4-cyclobutylpiperazin-1-yl)-2-oxoethyl]-1,2,3,4-tetrahydroisoquinoline), N=1NC(C=CC1)=O (pyridazin-3(2H)-one), OC=1C=CC=C2C=CC=NC12 (8-hydroxyquinoline), C(=O)([O-])[O-].[K+].[K+] (K2CO3). Reagents/catalysts: Cl[Cu] (CuCl). Procedure details: To a sealed tube charged with 6-bromo-2-[2-(4-cyclobutylpiperazin-1-yl)-2-oxoethyl]-1,2,3,4-tetrahydroisoquinoline (128 mg, 0.326 mmol), CuCl (3.2 mg, 0.0163 mmol, 0.05 eq.), pyridazin-3(2H)-one (47 mg, 0.489 mmol, 1.5 eq.), 8-hydroxyquinoline (9.5 mg, 0.0326 mmol, 0.1 eq.) and K2CO3 (90 mg, 0.652 mmol, 2.0 eq.) is added anhydrous DMF (3 ml). The mixture is degassed with nitrogen for 5 min. The tube is sealed and heated at 140° C. overnight. The mixture is cooled to rt and filtered through Celit... Product: C1(CCC1)N1CCN(CC1)C(CN1CC2=CC=C(C=C2CC1)N1N=CC=CC1=O)=O (2-{2-[2-(4-Cyclobutylpiperazin-1-Yl)-2-Oxoethyl]-1,2,3,4-Tetrahydroiso-Quinolin-6-Yl}Pyridazin-3(2H)-One). Reaction SMILES: Br[C:2]1[CH:3]=[C:4]2[C:9](=[CH:10][CH:11]=1)[CH2:8][N:7]([CH2:12][C:13]([N:15]1[CH2:20][CH2:19][N:18]([CH:21]3[CH2:24][CH2:23][CH2:22]3)[CH2:17][CH2:16]1)=[O:14])[CH2:6][CH2:5]2.[N:25]1[NH:26][C:27](=[O:31])[CH:28]=[CH:29][CH:30]=1.OC1C=CC=C2C=1N=CC=C2.C([O-])([O-])=O.[K+].[K+]>Cl[Cu].CN(C=O)C>[CH:21]1([N:18]2[CH2:17][CH2:16][N:15]([C:13](=[O:14])[CH2:12][N:7]3[CH2:6][CH2:5][C:4]4[C:9](=[CH:10][CH:11]=[C:2]([N:26]5[C:27](=[O:31])[CH:28]=[CH:29][CH:30]=[N:25]5)[CH:3]=4)[CH2:8]3)[CH2:20][CH2:19]2)[CH2:22][CH2:23][CH2:24]1 |f:3.4.5|. Conditions: temperature 140 celsius. Isolated yield 260.9%. Run in C(Cl)Cl (CH2Cl2). Reaction conditions: time 14 hour. Reactants: C(C)(C)(C)OC(=O)NCCOC=1C(=C(C(=NC1)OC(C)C)C)C(=O)OC (methyl 5-{2-[(tert-butoxycarbonyl)amino]ethoxy}-3-methyl-2-(propan-2-yloxy)pyridine-4-carboxylate), C(=O)(C(F)(F)F)O (TFA). As a reaction SMILES: C(OC([NH:8][CH2:9][CH2:10][O:11][C:12]1[C:13]([C:23]([O:25][CH3:26])=[O:24])=[C:14]([CH3:22])[C:15]([O:18][CH:19]([CH3:21])[CH3:20])=[N:16][CH:17]=1)=O)(C)(C)C.C(O)(C(F)(F)F)=O>C(Cl)Cl>[NH2:8][CH2:9][CH2:10][O:11][C:12]1[C:13]([C:23]([O:25][CH3:26])=[O:24])=[C:14]([CH3:22])[C:15]([O:18][CH:19]([CH3:21])[CH3:20])=[N:16][CH:17]=1. The product is NCCOC=1C(=C(C(=NC1)OC(C)C)C)C(=O)OC (methyl 5-(2-aminoethoxy)-3-methyl-2-(propan-2-yloxy)pyridine-4-carboxylate). Procedure: To a solution of methyl 5-{2-[(tert-butoxycarbonyl)amino]ethoxy}-3-methyl-2-(propan-2-yloxy)pyridine-4-carboxylate (131d, 0.74 g, 2.0 mmol) in dry CH2Cl2 (20 mL) was added TFA (5 mL) at 5° C. The mixture was stirred at room temperature for 14 hours. The reaction mixture was concentrated under vacuum to give methyl 5-(2-aminoethoxy)-3-methyl-2-(propan-2-yloxy)pyridine-4-carboxylate (131e, 1.4 g) as brown oil. Starting materials: O=S(=O)(Cl)c1ccc(F)c(F)c1, CC(C)C(=O)Nc1cccc(C2CCN(CCC(N)c3ccccc3)CC2)c1. Yields the product CC(C)C(=O)Nc1cccc(C2CCN(CCC(NS(=O)(=O)c3ccc(F)c(F)c3)c3ccccc3)CC2)c1. Reaction SMILES: [F:1][c:2]1[cH:3][c:4]([S:9](=[O:10])(=[O:11])[Cl:12])[cH:5][cH:6][c:7]1[F:8].[NH2:13][CH:14]([CH2:15][CH2:16][N:17]1[CH2:18][CH2:19][CH:20]([c:23]2[cH:24][c:25]([NH:29][C:30]([CH:31]([CH3:32])[CH3:33])=[O:34])[cH:26][cH:27][cH:28]2)[CH2:21][CH2:22]1)[c:35]1[cH:36][cH:37][cH:38][cH:39][cH:40]1>>[F:1][c:2]1[cH:3][c:4]([S:9](=[O:10])(=[O:11])[NH:13][CH:14]([CH2:15][CH2:16][N:17]2[CH2:18][CH2:19][CH:20]([c:23]3[cH:24][c:25]([NH:29][C:30]([CH:31]([CH3:32])[CH3:33])=[O:34])[cH:26][cH:27][cH:28]3)[CH2:21][CH2:22]2)[c:35]2[cH:36][cH:37][cH:38][cH:39][cH:40]2)[cH:5][cH:6][c:7]1[F:8].